Dataset: the Open Reaction Database (ORD), a public repository of structured organic reaction records. Task: describe an organic reaction: reactants, conditions, products, and yield Starting materials: ice water, CS(=O)(=O)OC[C@H]1N(C[C@H](C1)SC(C1=CC=CC=C1)(C1=CC=CC=C1)C1=CC=CC=C1)C(=O)OCC1=CC=C(C=C1)OC ((2S,4S)-1-p-methoxybenzyloxycarbonyl-4-tritylthiopyrrolidine-2-methanol methanesulfonate), [N-]=[N+]=[N-].[Na+] (sodium azide). Solvent: CN(C=O)C (dimethylformamide), O (water). Reaction conditions: temperature 80 celsius, time 8 hour. Yields the product COC1=CC=C(COC(=O)N2[C@@H](C[C@@H](C2)SC(C2=CC=CC=C2)(C2=CC=CC=C2)C2=CC=CC=C2)CN=[N+]=[N-])C=C1 ((2S,4S)-1-p-methoxybenzyloxycarbonyl-2-azidomethyl-4-tritylthiopyrrolidine). Isolated yield 68.1%. RXN SMILES: CS(O[CH2:6][C@@H:7]1[CH2:11][C@H:10]([S:12][C:13]([C:26]2[CH:31]=[CH:30][CH:29]=[CH:28][CH:27]=2)([C:20]2[CH:25]=[CH:24][CH:23]=[CH:22][CH:21]=2)[C:14]2[CH:19]=[CH:18][CH:17]=[CH:16][CH:15]=2)[CH2:9][N:8]1[C:32]([O:34][CH2:35][C:36]1[CH:41]=[CH:40][C:39]([O:42][CH3:43])=[CH:38][CH:37]=1)=[O:33])(=O)=O.[N-:44]=[N+:45]=[N-:46].[Na+]>CN(C)C=O.O>[CH3:43][O:42][C:39]1[CH:38]=[CH:37][C:36]([CH2:35][O:34][C:32]([N:8]2[CH2:9][C@@H:10]([S:12][C:13]([C:14]3[CH:19]=[CH:18][CH:17]=[CH:16][CH:15]=3)([C:26]3[CH:27]=[CH:28][CH:29]=[CH:30][CH:31]=3)[C:20]3[CH:21]=[CH:22][CH:23]=[CH:24][CH:25]=3)[CH2:11][C@H:7]2[CH2:6][N:44]=[N+:45]=[N-:46])=[O:33])=[CH:41][CH:40]=1 |f:1.2|. Procedure details: To a solution of (2S,4S)-1-p-methoxybenzyloxycarbonyl-4-tritylthiopyrrolidine-2-methanol methanesulfonate (27.81 g) in dimethylformamide (120 ml), a solution (12 ml) of sodium azide (3.50 g: 53.8 mmole) in water is added. The mixture is stirred at 80° C. for 8 hours. The reaction mixture is poured into ice water and extracted with ethyl acetate. The extract is successively washed with water and brine and concentrated. The residue is purified by silica gel column chromatography to give (2S,4S)-1-... Starting materials: [H-].[Na+] (Sodium hydride), NC=1SC(=NN1)SCCCN1CCCCC1 (2-amino-5-piperidinopropylthio-1,3,4-thiadiazole), C(\C=C(/C)\CCC=C(C)C)OC1=CC=C(C(=O)O)C=C1 (4-Geranyloxybenzoic acid), C(=O)(N1C=NC=C1)N1C=NC=C1 (carbonyldiimidazole). Run in O1CCCC1 (tetrahydrofuran), O1CCCC1 (tetrahydrofuran). Run at time 4 hour. Yields the product C(\C=C(/C)\CCC=C(C)C)OC1=CC=C(C(=O)NC=2SC(=NN2)SCCCN2CCCCC2)C=C1 (2-(4-geranyloxybenzoyl)amino-5-piperidinopropylthio-1,3,4-thiadiazole). The yield is 70.0%. RXN SMILES: [H-].[Na+].[NH2:3][C:4]1[S:5][C:6]([S:9][CH2:10][CH2:11][CH2:12][N:13]2[CH2:18][CH2:17][CH2:16][CH2:15][CH2:14]2)=[N:7][N:8]=1.[CH2:19]([O:29][C:30]1[CH:38]=[CH:37][C:33]([C:34](O)=[O:35])=[CH:32][CH:31]=1)/[CH:20]=[C:21](/[CH2:23][CH2:24][CH:25]=[C:26]([CH3:28])[CH3:27])\[CH3:22].C(N1C=CN=C1)(N1C=CN=C1)=O>O1CCCC1>[CH2:19]([O:29][C:30]1[CH:31]=[CH:32][C:33]([C:34]([NH:3][C:4]2[S:5][C:6]([S:9][CH2:10][CH2:11][CH2:12][N:13]3[CH2:18][CH2:17][CH2:16][CH2:15][CH2:14]3)=[N:7][N:8]=2)=[O:35])=[CH:37][CH:38]=1)/[CH:20]=[C:21](/[CH2:23][CH2:24][CH:25]=[C:26]([CH3:28])[CH3:27])\[CH3:22] |f:0.1|. Procedure details: Sodium hydride (0.4 g) and 2-amino-5-piperidinopropylthio-1,3,4-thiadiazole (1.6 g) were stirred in tetrahydrofuran (30 ml) for 30 minutes while being cooled with ice. 4-Geranyloxybenzoic acid (1.6 g) and carbonyldiimidazole (1.1 g) were stirred in tetrahydrofuran (30 ml) for 30 minutes at room temperature and the mixture was added to the former reaction mixture. The mixture was stirred for 4 hours at room temperature, and then concentrated under a vacuum. The residue, with water added thereto, ... Reactants: NC=1C=C(C=CC1)C1NC2=CC=C(C=C2CC1(C)C)C(=O)NS(=O)(=O)C (N-[2-(3-Amino-phenyl)-3,3-dimethyl-1,2,3,4-tetrahydro-quinoline-6-carbonyl]-methanesulfonamide), COC(C(C)(C)Br)=O (2-bromo-2-methyl-propionic acid methyl ester), C([O-])([O-])=O.[K+].[K+] (potassium carbonate). Solvent: CN(C=O)C (N,N-dimethylformamide). Conditions: temperature 25 celsius, time 96 hour. Product: C(C)OC(C(C)(C)NC1=CC(=CC=C1)C1NC2=CC=C(C=C2CC1(C)C)C(=O)NS(=O)(=O)C)=O (2-[3-(6-methanesulfonylaminocarbonyl-3,3-dimethyl-1,2,3,4-tetrahydro-quinolin-2-yl)-phenylamino]-2-methyl-propionic acid ethyl ester). Yield: 9.6%. As a reaction SMILES: [NH2:1][C:2]1[CH:3]=[C:4]([CH:8]2[C:17]([CH3:19])([CH3:18])[CH2:16][C:15]3[C:10](=[CH:11][CH:12]=[C:13]([C:20]([NH:22][S:23]([CH3:26])(=[O:25])=[O:24])=[O:21])[CH:14]=3)[NH:9]2)[CH:5]=[CH:6][CH:7]=1.[CH3:27][O:28][C:29](=[O:34])[C:30](Br)([CH3:32])[CH3:31].[C:35](=O)([O-])[O-].[K+].[K+]>CN(C)C=O>[CH2:27]([O:28][C:29](=[O:34])[C:30]([NH:1][C:2]1[CH:7]=[CH:6][CH:5]=[C:4]([CH:8]2[C:17]([CH3:18])([CH3:19])[CH2:16][C:15]3[C:10](=[CH:11][CH:12]=[C:13]([C:20]([NH:22][S:23]([CH3:26])(=[O:25])=[O:24])=[O:21])[CH:14]=3)[NH:9]2)[CH:3]=1)([CH3:32])[CH3:31])[CH3:35] |f:2.3.4|. Procedure: A mixture of N-[2-(3-Amino-phenyl)-3,3-dimethyl-1,2,3,4-tetrahydro-quinoline-6-carbonyl]-methanesulfonamide (0.37 g, 1 mmol), 2-bromo-2-methyl-propionic acid methyl ester (0.39 mL, 3 mmol) and potassium carbonate (690 mg, 5 mmol) in N,N-dimethylformamide (6 mL) was stirred at 25° C. for 96 h. Then the reaction mixture was extracted with ethyl acetate (2×100 mL), washed with water, dried over anhydrous sodium sulfate and concentrated in vacuo to afford 2-[3-(6-methanesulfonylaminocarbonyl-3,3-dim... Starting materials: C(C)OC1=CC2=C(N=C(S2)SCC(=O)O)C=C1 (2-(6-ethoxybenzothiazol-2-ylthio)acetic acid), C(CC)N (n-propylamine), C=1C=CC2=C(C1)N=NN2O (HOBt), C(CCl)Cl (EDC). Run in C(Cl)(Cl)Cl (CHCl3), CCOC(=O)C (EtOAc). Reaction conditions: time 20 hour. Product: C(C)OC1=CC2=C(N=C(S2)SCC(=O)NCCC)C=C1 (2-((6-ethoxybenzothiazol-2-yl)thio)-N-propylacetamide). The yield is 45.5%. Reaction SMILES: [CH2:1]([O:3][C:4]1[CH:17]=[CH:16][C:7]2[N:8]=[C:9]([S:11][CH2:12][C:13]([OH:15])=O)[S:10][C:6]=2[CH:5]=1)[CH3:2].[CH2:18]([NH2:21])[CH2:19][CH3:20].C1C=CC2N(O)N=NC=2C=1.C(Cl)CCl>C(Cl)(Cl)Cl.CCOC(C)=O>[CH2:1]([O:3][C:4]1[CH:17]=[CH:16][C:7]2[N:8]=[C:9]([S:11][CH2:12][C:13]([NH:21][CH2:18][CH2:19][CH3:20])=[O:15])[S:10][C:6]=2[CH:5]=1)[CH3:2]. Procedure details: To a stirred solution of 24 (110.3 mg, 0.41 mmol) and n-propylamine (50.5 mg, 0.50 mmol) in CHCl3 (2.0 ml), HOBt (190 mg, 1.41 mmol) and EDC (120 mg, 0.63 mmol) were added at room temperature. After stirring for 20 hours, the reaction mixture was diluted with EtOAc, washed with saturated NaHCO3 solution and brine, dried (MgSO4), and concentrated in vacuo. The residue was purified by HPLC (gradient from 20%, acetonitrile 80% in DDW to 100% acetonitrile, in 15 minutes) to give 33 (57.9 mg, 36% yie... Reactants: C#CC(C)(C)OC(=O)OC, C1CCC2=NCCCN2CC1, CC#N, [Cl-], O, O, N#Cc1ccc(O)cc1. The product is C#CC(C)(C)Oc1ccc(C#N)cc1. RXN SMILES: [C:10](=[O:11])([O:12][C:14]([C:15]#[CH:16])([CH3:17])[CH3:18])[O:13][CH3:19].[CH2:20]1[CH2:21][CH2:22][C:23]2=[N:28][CH2:27][CH2:26][CH2:25][N:24]2[CH2:29][CH2:30]1.[CH3:34][C:35]#[N:36].[Cl-:33].[OH2:31].[OH2:32].[OH:1][c:2]1[cH:3][cH:4][c:5]([C:8]#[N:9])[cH:6][cH:7]1>>[O:1]([c:2]1[cH:3][cH:4][c:5]([C:8]#[N:9])[cH:6][cH:7]1)[C:14]([C:15]#[CH:16])([CH3:17])[CH3:18]. The reactants are Cc1ccc2ncc(CO)n2c1, CC(=O)O, Cl, O=[N+]([O-])c1ccc(S)cc1, [Na+], [OH-]. Yields the product Cc1ccc2ncc(CSc3ccc([N+](=O)[O-])cc3)n2c1. Reaction SMILES: [CH3:11][c:12]1[cH:13][cH:14][c:15]2[n:16]([cH:17]1)[c:18]([CH2:21][OH:22])[cH:19][n:20]2.[CH3:26][C:27](=[O:28])[OH:29].[ClH:23].[N+:1](=[O:2])([O-:3])[c:4]1[cH:5][cH:6][c:7]([SH:10])[cH:8][cH:9]1.[Na+:25].[OH-:24]>>[N+:1](=[O:2])([O-:3])[c:4]1[cH:5][cH:6][c:7]([S:10][CH2:21][c:18]2[n:16]3[c:15]([cH:14][cH:13][c:12]([CH3:11])[cH:17]3)[n:20][cH:19]2)[cH:8][cH:9]1. Starting materials: FC(C(=O)O)(F)F.FC(C(=O)O)(F)F.ClC=1C=NC=2NC=3C=CC=C(CCC4=C(C=CC(NC1N2)=C4)NC(=O)C4CCNCC4)C3 (N-[6-chloro-2,4,8,22-tetraazatetracyclo[14.3.1.1(3,7).1(9,13)]docosa-1(20), 3(22),4,6,9(21),10,12,16,18-nonaen-12-yl]piperidine-4-carboxamide bis(trifluoroacetate)), S(=O)(=O)(N)N (sulfamide). The solvent is O1CCOCC1 (1,4-dioxane). Reaction conditions: temperature 130 celsius. Yields the product FC(C(=O)O)(F)F.NS(=O)(=O)N1CCC(CC1)C(=O)NC=1C=CC=2NC3=C(C=NC(NC=4C=CC=C(CCC1C2)C4)=N3)Cl (1-(Aminosulfonyl)-N-[6-chloro-2,4,8,22-tetraazatetracyclo[14.3.1.1(3,7).1(9,13)]docosa-1(20),3(22),4,6,9(21),10,12,16,18-nonaen-12-yl]piperidine-4-carboxamide trifluoroacetate). Yield: 6.9%. RXN SMILES: [F:1][C:2]([F:7])([F:6])[C:3]([OH:5])=[O:4].FC(F)(F)C(O)=O.[Cl:15][C:16]1[CH:17]=[N:18][C:19]2[NH:20][C:21]3[CH:22]=[CH:23][CH:24]=[C:25]([CH:46]=3)[CH2:26][CH2:27][C:28]3[CH:36]=[C:32]([NH:33][C:34]=1[N:35]=2)[CH:31]=[CH:30][C:29]=3[NH:37][C:38]([CH:40]1[CH2:45][CH2:44][NH:43][CH2:42][CH2:41]1)=[O:39].[S:47](N)([NH2:50])(=[O:49])=[O:48]>O1CCOCC1>[F:1][C:2]([F:7])([F:6])[C:3]([OH:5])=[O:4].[NH2:50][S:47]([N:43]1[CH2:44][CH2:45][CH:40]([C:38]([NH:37][C:29]2[CH:30]=[CH:31][C:32]3[NH:33][C:34]4[N:35]=[C:19]([NH:20][C:21]5[CH:22]=[CH:23][CH:24]=[C:25]([CH:46]=5)[CH2:26][CH2:27][C:28]=2[CH:36]=3)[N:18]=[CH:17][C:16]=4[Cl:15])=[O:39])[CH2:41][CH2:42]1)(=[O:49])=[O:48] |f:0.1.2,5.6|. Procedure: To a solution of N-[6-chloro-2,4,8,22-tetraazatetracyclo[14.3.1.1(3,7).1(9,13)]docosa-1(20), 3(22),4,6,9(21),10,12,16,18-nonaen-12-yl]piperidine-4-carboxamide bis(trifluoroacetate) (10.0 mg, 0.018 mmol) in 1,4-dioxane (1.0 mL) was added sulfamide (17.1 mg, 0.18 mmol) and the mixture was heated to 130° C. in a microwave for 10 minutes. Purification by preparative LCMS (pH 2) gave the desired compound (0.8 mg, 7% yield). LCMS for C24H27ClN7O3S (M+H)+: m/z=528.2.